From a dataset of the Open Reaction Database (ORD), a public repository of structured organic reaction records. describe an organic reaction: reactants, conditions, products, and yield Reactants: FC1=C(C=C2C=C(NC2=C1OCCOC)C(=O)N)OC=1C=NC(=CC1)S(=O)(=O)C (6-fluoro-7-(2-methoxyethoxy)-5-{[6-(methylsulfonyl)pyridin-3-yl]oxy}-1H-indole-2-carboxamide), COC=1C=CC(=CC1)P2(=S)SP(=S)(S2)C=3C=CC(=CC3)OC (Lawesson's reagent). Solvent: O1CCCC1 (tetrahydrofuran). Run at temperature 55 celsius, time 2 hour. Product: FC1=C(C=C2C=C(NC2=C1OCCOC)C(N)=S)OC=1C=NC(=CC1)S(=O)(=O)C (6-Fluoro-7-(2-methoxyethoxy)-5-{[6-(methylsulfonyl)pyridin-3-yl]oxy}-1H-indole-2-carbothioamide). Isolated yield 92.4%. Reaction SMILES: [F:1][C:2]1[C:10]([O:11][CH2:12][CH2:13][O:14][CH3:15])=[C:9]2[C:5]([CH:6]=[C:7]([C:16]([NH2:18])=O)[NH:8]2)=[CH:4][C:3]=1[O:19][C:20]1[CH:21]=[N:22][C:23]([S:26]([CH3:29])(=[O:28])=[O:27])=[CH:24][CH:25]=1.COC1C=CC(P2(SP(C3C=CC(OC)=CC=3)(=S)S2)=[S:39])=CC=1>O1CCCC1>[F:1][C:2]1[C:10]([O:11][CH2:12][CH2:13][O:14][CH3:15])=[C:9]2[C:5]([CH:6]=[C:7]([C:16](=[S:39])[NH2:18])[NH:8]2)=[CH:4][C:3]=1[O:19][C:20]1[CH:21]=[N:22][C:23]([S:26]([CH3:29])(=[O:28])=[O:27])=[CH:24][CH:25]=1. Reported procedure: A mixture of 6-fluoro-7-(2-methoxyethoxy)-5-{[6-(methylsulfonyl)pyridin-3-yl]oxy}-1H-indole-2-carboxamide (0.61 g) and Lawesson's reagent (0.61 g) in tetrahydrofuran (25 mL) was stirred at 55° C. for 2 h. The reaction mixture was concentrated in vacuo. The residue was purified by silica gel chromatography (ethyl acetate:hexane=40:60 to 70:30, volume ratio) to give light yellow crystals, which were washed with ethyl acetate-hexane to give the title compound (585 mg, 92%) as light yellow crystals....